From a dataset of the Open Reaction Database (ORD), a public repository of structured organic reaction records. describe an organic reaction: reactants, conditions, products, and yield Starting materials: ClC1=CC=C(C=C1)CNC(=O)C1=CN(C2=C(C(=C(C=C2C1=O)F)F)F)COCC[Si](C)(C)C (N-((4-Chlorophenyl)methyl)-4-oxo-6,7,8-trifluoro-1-(2-(trimethylsilyl)ethoxy) methyl-3-quinolinecarboxamide), OCC1=CC=C(C=C1)O (4-hydroxymethyl phenol), [Cl-].[NH4+] (ammonium chloride), [H-].[Na+] (Sodium hydride). Run in CN(C)C=O (DMF). Conditions: temperature 140 celsius. The product is ClC1=CC=C(C=C1)CNC(=O)C=1C=NC2=C(C(=C(C=C2C1O)F)OC1=CC=C(C=C1)CO)F (N-((4-Chlorophenyl)methyl)-6,8-difluoro-4-hydroxy-7-(4-(hydroxymethyl)phenoxy)-3-quinolinecarboxamide). The yield is 15.3%. As a reaction SMILES: [Cl:1][C:2]1[CH:7]=[CH:6][C:5]([CH2:8][NH:9][C:10]([C:12]2[C:21](=[O:22])[C:20]3[C:15](=[C:16]([F:25])[C:17](F)=[C:18]([F:23])[CH:19]=3)[N:14](COCC[Si](C)(C)C)[CH:13]=2)=[O:11])=[CH:4][CH:3]=1.[OH:34][CH2:35][C:36]1[CH:41]=[CH:40][C:39]([OH:42])=[CH:38][CH:37]=1.[H-].[Na+].[Cl-].[NH4+]>CN(C=O)C>[Cl:1][C:2]1[CH:7]=[CH:6][C:5]([CH2:8][NH:9][C:10]([C:12]2[CH:13]=[N:14][C:15]3[C:20]([C:21]=2[OH:22])=[CH:19][C:18]([F:23])=[C:17]([O:42][C:39]2[CH:40]=[CH:41][C:36]([CH2:35][OH:34])=[CH:37][CH:38]=2)[C:16]=3[F:25])=[O:11])=[CH:4][CH:3]=1 |f:2.3,4.5|. Procedure: N-((4-Chlorophenyl)methyl)-4-oxo-6,7,8-trifluoro-1-(2-(trimethylsilyl)ethoxy) methyl-3-quinolinecarboxamide (1.00 g) from Preparation No. 13 and 4-hydroxymethyl phenol (500 mg) are dissolved in DMF (20 mL). Sodium hydride (60% dispersion, 80 mg) is added and the mixture is heated to 140° C. for 1 h. The reaction mixture is allowed to cool to rt, is poured into sat. aq. ammonium chloride (100 mL), and is extracted with ethyl acetate (3×50 mL). The organic layer is washed with brine (10 mL), dried... The reactants are ClC1=CC2=C(NC(CN=C2C2=CC=CC=C2)=S)S1 (7-chloro-1,3-dihydro-5-phenyl-2H-thieno[2,3-e]-1,4-diazepine-2-thione), O.NN (hydrazine hydrate). The solvent is CO (methanol). Product: ClC1=CC2=C(N=C(CN=C2C2=CC=CC=C2)NN)S1 (7-chloro-2-hydrazino-5-phenyl-3H-thieno[2,3-e]-1,4-diazepine). RXN SMILES: [Cl:1][C:2]1[S:18][C:5]2[NH:6][C:7](=S)[CH2:8][N:9]=[C:10]([C:11]3[CH:16]=[CH:15][CH:14]=[CH:13][CH:12]=3)[C:4]=2[CH:3]=1.O.[NH2:20][NH2:21]>CO>[Cl:1][C:2]1[S:18][C:5]2[N:6]=[C:7]([NH:20][NH2:21])[CH2:8][N:9]=[C:10]([C:11]3[CH:16]=[CH:15][CH:14]=[CH:13][CH:12]=3)[C:4]=2[CH:3]=1 |f:1.2|. Reported procedure: 1.1 g (0.00376 mol) of 7-chloro-1,3-dihydro-5-phenyl-2H-thieno[2,3-e]-1,4-diazepine-2-thione are dissolved in 400 ml of absolute methanol with warming and 1 ml of 100% hydrazine hydrate is added. The solution is concentrated to 50 ml and left to crystallize in a refrigerator. After filtration under vacuum and drying, there is obtained 7-chloro-2-hydrazino-5-phenyl-3H-thieno[2,3-e]-1,4-diazepine as colorless crystals, melting at 204°-207° C. (decomposition from 185° C.). Reactants: FN(S(=O)(=O)C1=CC=CC=C1)S(=O)(=O)C1=CC=CC=C1 (N-fluoro-N-(phenylsulfonyl)benzenesulfonamide), [Si](C)(C)(C(C)(C)C)OC1CCC(CC1)N1N=CC(=C1)I (1-[4-(tert-butyl-dimethylsilanyloxy)-cyclohexyl]-4-iodo-1H-pyrazole), C1CCOC1 (THF), [Li+].CC(C)[N-]C(C)C (LDA), C1CCCCC1 (cyclohexane), [NH4+].[Cl-] (NH4Cl). Run at time 30 minute. Yields the product [Si](C)(C)(C(C)(C)C)O[C@@H]1CC[C@H](CC1)N1N=CC(=C1F)I (1-(trans-4-{[tert-Butyl(dimethyl)silyl]oxy}cyclohexyl)-5-fluoro-4-iodo-1H-pyrazole). Reaction SMILES: [Si:1]([O:8][CH:9]1[CH2:14][CH2:13][CH:12]([N:15]2[CH:19]=[C:18]([I:20])[CH:17]=[N:16]2)[CH2:11][CH2:10]1)([C:4]([CH3:7])([CH3:6])[CH3:5])([CH3:3])[CH3:2].C1COCC1.[Li+].CC([N-]C(C)C)C.C1CCCCC1.[F:40]N(S(C1C=CC=CC=1)(=O)=O)S(C1C=CC=CC=1)(=O)=O.[NH4+].[Cl-]>>[Si:1]([O:8][C@H:9]1[CH2:14][CH2:13][C@H:12]([N:15]2[C:19]([F:40])=[C:18]([I:20])[CH:17]=[N:16]2)[CH2:11][CH2:10]1)([C:4]([CH3:7])([CH3:5])[CH3:6])([CH3:3])[CH3:2] |f:2.3,6.7|. Procedure details: A solution of 1-[4-(tert-butyl-dimethylsilanyloxy)-cyclohexyl]-4-iodo-1H-pyrazole (200.0 mg, 0.4922 mmol) in THF (2 mL, 20 mmol) was cooled to −78° C., and 1.5 M of LDA in cyclohexane (0.98 mL, 1.5 mmol) was added. After stirring for 30 min, N-fluoro-N-(phenylsulfonyl)benzenesulfonamide (620.8 mg, 1.969 mmol) was added slowly, and the mixture was stirred at −78° C. for 30 min. Sat. NH4Cl was added to quench, and the organic solvent was removed in vacuo. The material was extracted with DCM and wa... Starting materials: BrC(C(CC(C(=O)OCC)=O)=O)C(C1=C(C=CC=C1)OC)Br (ethyl 5,6-dibromo-2,4-dioxo-6-(2-methoxyphenyl)hexanoate), C(C)(=O)[O-].[K+] (potassium acetate). Run in C(C)O (ethanol). Run at time 8 hour. Product: COC1=C(C=CC=C1)C1=CC(C=C(O1)C(=O)OCC)=O (Ethyl 6-(2-methoxyphenyl)-4-oxo-4H-pyran-2-carboxylate). RXN SMILES: Br[CH:2]([CH:13](Br)[C:14]1[CH:19]=[CH:18][CH:17]=[CH:16][C:15]=1[O:20][CH3:21])[C:3](=[O:12])[CH2:4][C:5](=[O:11])[C:6]([O:8][CH2:9][CH3:10])=[O:7].C([O-])(=O)C.[K+]>C(O)C>[CH3:21][O:20][C:15]1[CH:16]=[CH:17][CH:18]=[CH:19][C:14]=1[C:13]1[O:11][C:5]([C:6]([O:8][CH2:9][CH3:10])=[O:7])=[CH:4][C:3](=[O:12])[CH:2]=1 |f:1.2|. Reported procedure: A solution of ethyl 5,6-dibromo-2,4-dioxo-6-(2-methoxyphenyl)hexanoate (9.5 g) and potassium acetate (10.0 g) in absolute ethanol (100 ml) was heated under reflux for 5 hours and then allowed to stand at room temperature overnight. The mixture was evaporated and the resulting brown residue dissolved in water (150 ml) and diethyl ether (150 ml). The ethereal solution was washed with water and saturated aqueous sodium chloride, dried over anhydrous magnesium sulphate, filtered and evaporated to gi... Reactants: CC(C)(C)OO, O=C1CCC(=O)N1Cl, C=C(C)c1cc(Cl)nc(Cl)c1. The product is C=C(CCl)c1cc(Cl)nc(Cl)c1. Reaction SMILES: [C:20]([O:21][OH:22])([CH3:23])([CH3:24])[CH3:25].[Cl:12][N:13]1[C:14](=[O:15])[CH2:16][CH2:17][C:18]1=[O:19].[Cl:1][c:2]1[n:3][c:4]([Cl:11])[cH:5][c:6]([C:8](=[CH2:9])[CH3:10])[cH:7]1>>[Cl:1][c:2]1[n:3][c:4]([Cl:11])[cH:5][c:6]([C:8]([CH2:9][Cl:12])=[CH2:10])[cH:7]1. Reactants: [OH-].[Na+] (NaOH), OO (H2O2), C(C)(C)OB(OC(C)C)OC(C)C (Triisopropylborate), [Li]C (MeLi), C(CCC)[Li] (Butyllithium), Cl.C(C1=CC=CC=C1)OC=1C(=NC=C(C1)Br)NC=1SC=C(N1)C (3-(benzyloxy)-5-bromo-N-(4-methylthiazol-2-yl)pyridin-2-amine hydrochloride). Solvent: CO (methanol), C1CCOC1 (THF). Reaction conditions: temperature -78 celsius, time 10 minute. The product is C(C1=CC=CC=C1)OC=1C=C(C=NC1NC=1SC=C(N1)C)O (5-(benzyloxy)-6-(4-methylthiazol-2-ylamino)pyridin-3-ol). Yield: 23.8%. RXN SMILES: Cl.[CH2:2]([O:9][C:10]1[C:11]([NH:17][C:18]2[S:19][CH:20]=[C:21]([CH3:23])[N:22]=2)=[N:12][CH:13]=[C:14](Br)[CH:15]=1)[C:3]1[CH:8]=[CH:7][CH:6]=[CH:5][CH:4]=1.[Li]C.C([Li])CCC.C([O:34]B(OC(C)C)OC(C)C)(C)C.[OH-].[Na+].OO>CO.C1COCC1>[CH2:2]([O:9][C:10]1[CH:15]=[C:14]([OH:34])[CH:13]=[N:12][C:11]=1[NH:17][C:18]1[S:19][CH:20]=[C:21]([CH3:23])[N:22]=1)[C:3]1[CH:8]=[CH:7][CH:6]=[CH:5][CH:4]=1 |f:0.1,5.6|. Reported procedure: 3-(Benzyloxy)-5-bromo-N-(4-methylthiazol-2-yl)pyridin-2-amine (prepared according to Example 1; 1.00 g, 2.66 mmol) was added to THF (30 mL) and cooled to −78° C. MeLi (2.07 mL, 3.32 mmol) was slowly added, and the reaction mixture was stirred for 10 minutes. Butyllithium (1.33 mL, 3.32 mmol) was added, and the reaction mixture was stirred for 15 minutes. Triisopropylborate (0.613 mL, 2.66 mmol) was added, and the reaction mixture was stirred for 30 minutes. The reaction mixture was warmed to 0° ... The reactants are SC1=C(C(=O)O)C=CC(=C1)C (2-Mercapto-4-methylbenzoic acid), C(#N)C1=CC=CC(=N1)CCC(=O)OC(C)(C)C (tert-butyl 3-(6-cyano-2-pyridyl)propanoate). Solvent: N1=CC=CC=C1 (pyridine). Yields the product CC1=CC2=C(C(N=C(S2)C2=CC=CC(=N2)CCC(=O)OC(C)(C)C)=O)C=C1 (tert-Butyl 3-[6-(7-methyl-4-oxo-4H-1,3-benzothiazin-2-yl)-2-pyridyl]propanoate). Isolated yield 53.5%. Reaction SMILES: [SH:1][C:2]1[CH:10]=[C:9]([CH3:11])[CH:8]=[CH:7][C:3]=1[C:4]([OH:6])=O.[C:12]([C:14]1[N:19]=[C:18]([CH2:20][CH2:21][C:22]([O:24][C:25]([CH3:28])([CH3:27])[CH3:26])=[O:23])[CH:17]=[CH:16][CH:15]=1)#[N:13]>N1C=CC=CC=1>[CH3:11][C:9]1[CH:8]=[CH:7][C:3]2[C:4](=[O:6])[N:13]=[C:12]([C:14]3[N:19]=[C:18]([CH2:20][CH2:21][C:22]([O:24][C:25]([CH3:28])([CH3:27])[CH3:26])=[O:23])[CH:17]=[CH:16][CH:15]=3)[S:1][C:2]=2[CH:10]=1. Procedure: 2-Mercapto-4-methylbenzoic acid (1.56 g, 9.3 mmol) and tert-butyl 3-(6-cyano-2-pyridyl)propanoate (1.46 g, 6.3 mmol) were dissolved in pyridine (15 ml), and the mixture was refluxed for 6 hrs. The reaction mixture was concentrated under reduced pressure, subjected to silica gel column chromatography, eluted with hexane-ethyl acetate (3:2, v/v) and recrystallized from ethyl acetate-hexane to give the titled compound (1.29 g, 53%). The reactants are C1(=CC=CC=C1)S(=O)(=O)NCCC(=O)OC (N-(phenylsulfonyl)-β-alanine, methyl ester), ClC1=CC2=C(OC3=C(CN2C(=O)NN)C=CC=C3)C=C1 (8-chlorodibenz[b,f][1,4]oxazepine-10(11H)-carboxylic acid, hydrazide). Yields the product C1(=CC=CC=C1)S(=O)(=O)NCCC(=O)NNC(=O)N1C2=C(OC3=C(C1)C=CC=C3)C=CC(=C2)Cl (8-chlorodibenz[b,f][1,4]oxazepine-10(11H)-carboxylic acid, 2-[3-[(phenylsulfonyl)amino]-1-oxopropyl]hydrazide), product. Isolated yield 44.0%. RXN SMILES: [C:1]1([S:7]([NH:10][CH2:11][CH2:12][C:13]([O:15]C)=O)(=[O:9])=[O:8])[CH:6]=[CH:5][CH:4]=[CH:3][CH:2]=1.[Cl:17][C:18]1[CH:36]=[CH:35][C:21]2[O:22][C:23]3[CH:34]=[CH:33][CH:32]=[CH:31][C:24]=3[CH2:25][N:26]([C:27]([NH:29][NH2:30])=[O:28])[C:20]=2[CH:19]=1>>[C:1]1([S:7]([NH:10][CH2:11][CH2:12][C:13]([NH:30][NH:29][C:27]([N:26]2[CH2:25][C:24]3[CH:31]=[CH:32][CH:33]=[CH:34][C:23]=3[O:22][C:21]3[CH:35]=[CH:36][C:18]([Cl:17])=[CH:19][C:20]2=3)=[O:28])=[O:15])(=[O:8])=[O:9])[CH:2]=[CH:3][CH:4]=[CH:5][CH:6]=1. Procedure: 8-chlorodibenz[b,f][1,4]oxazepine-10(11H)-carboxylic acid, 2-[3-[(phenylsulfonyl)amino]-1-oxopropyl]hydrazide (24) was prepared from N-(phenylsulfonyl)-β-alanine, methyl ester (23), prepared as described above in Example 23, and 8-chlorodibenz[b,f][1,4]-oxazepine-10(11H)-carboxylic acid, hydrazide (1), prepared as described above in Example 1, on a two mmol scale in the manner described in Example 18 above to yield 0.44 g (44%) of product. Run in ClCCl (dichloromethane). Yields the product CC1=C(C(=NO1)C(=O)OCC)C(NC1=CC=C(C=C1)[N+](=O)[O-])=O (ethyl 5-methyl-4-[N-(4-nitrophenyl)]carbamoyl-3-isoxazolecarboxylate). As a reaction SMILES: [N+:1]([C:4]1[CH:9]=[CH:8][C:7]([NH:10][C:11](=[O:20])[CH:12]=[C:13](N2CCCC2)[CH3:14])=[CH:6][CH:5]=1)([O-:3])=[O:2].[CH3:21][CH2:22][O:23][C:24](/[C:26](/Cl)=[N:27]\[OH:28])=[O:25].O>ClCCl>[CH3:14][C:13]1[O:28][N:27]=[C:26]([C:24]([O:23][CH2:22][CH3:21])=[O:25])[C:12]=1[C:11](=[O:20])[NH:10][C:7]1[CH:8]=[CH:9][C:4]([N+:1]([O-:3])=[O:2])=[CH:5][CH:6]=1. Procedure details: A suspension of 12.38 g (45 mmol) of the crude N-(4-nitrophenyl)-3-pyrrolidyl-2-butenamide in 200 ml of dry dichloromethane was cooled to 0° C. and 7.50 g (49.5 mmol) of ethyl chlorooximidoacetate were added in one portion. The reaction mixture was stirred at -5° C. to 0° C. for 2 hours and was then poured into 200 ml of water. The aqueous layer was extracted with 100 ml of dichloromethane and the combined organic extract was washed with 100 ml of 10% HCl, 5% NaHCO3 solution and then dried over ... Reaction conditions: temperature 0 celsius, time 2 hour. Yield: 75.9%. Reactants: CCOC(=O)/C(=N\O)/Cl (ethyl chlorooximidoacetate), [N+](=O)([O-])C1=CC=C(C=C1)NC(C=C(C)N1CCCC1)=O (N-(4-nitrophenyl)-3-pyrrolidyl-2-butenamide), O (water).